This data is from the Open Reaction Database (ORD), a public repository of structured organic reaction records. The task is: describe an organic reaction: reactants, conditions, products, and yield Starting materials: COc1ccc(Cn2cc(-c3ccc(N4CC(Cn5ccnn5)OC4=O)cc3F)nn2)cc1, O=C(O)C(F)(F)F. Product: O=C1OC(Cn2ccnn2)CN1c1ccc(-c2c[nH]nn2)c(F)c1. As a reaction SMILES: [F:1][c:2]1[cH:3][c:4]([N:22]2[C:23](=[O:33])[O:24][CH:25]([CH2:27][n:28]3[n:29][n:30][cH:31][cH:32]3)[CH2:26]2)[cH:5][cH:6][c:7]1-[c:8]1[n:9][n:10][n:11]([CH2:13][c:14]2[cH:15][cH:16][c:17]([O:18][CH3:19])[cH:20][cH:21]2)[cH:12]1.[OH:34][C:35]([C:36]([F:37])([F:38])[F:39])=[O:40]>>[F:1][c:2]1[cH:3][c:4]([N:22]2[C:23](=[O:33])[O:24][CH:25]([CH2:27][n:28]3[n:29][n:30][cH:31][cH:32]3)[CH2:26]2)[cH:5][cH:6][c:7]1-[c:8]1[n:9][n:10][nH:11][cH:12]1. Starting materials: C(C)(=O)NC(CSC(C1=CC=CC=C1)(C1=CC=CC=C1)C1=CC=CC=C1)=O (N-acetyl-2-(triphenylmethylthio) acetamide), C(C)(=O)NC(CCC1=CC=CC=C1)=S (N-acetyl-2-benzylthio acetamide). Yields the product C(C)(=O)N(C(CSCC1=CC=CC=C1)=O)C (N-acetyl-N-methyl-2-(benzylthio) acetamide). RXN SMILES: [C:1]([NH:4][C:5](=[O:27])[CH2:6][S:7][C:8]([C:21]1[CH:26]=[CH:25][CH:24]=[CH:23][CH:22]=1)(C1C=CC=CC=1)C1C=CC=CC=1)(=[O:3])[CH3:2].[C:28](NC(=S)CCC1C=CC=CC=1)(=O)C>>[C:1]([N:4]([CH3:28])[C:5](=[O:27])[CH2:6][S:7][CH2:8][C:21]1[CH:22]=[CH:23][CH:24]=[CH:25][CH:26]=1)(=[O:3])[CH3:2]. Reported procedure: Employing the procedure described above, but substituting for the N-acetyl-2-(triphenylmethylthio) acetamide an equivalent amount of N-acetyl-2-benzylthio acetamide, there is produced N-acetyl-N-methyl-2-(benzylthio) acetamide. Reaction SMILES: [CH3:1][C:2](=[CH:6][CH2:7][CH2:8][C:9]([CH3:21])=[CH:10][CH2:11][CH2:12][C:13]([CH3:20])=[CH:14][CH2:15][CH2:16][C:17](=[O:19])[CH3:18])[C:3]([OH:5])=O.[NH:22]([CH2:26][CH2:27][OH:28])[CH2:23][CH2:24][OH:25]>>[CH3:1][C:2](=[CH:6][CH2:7][CH2:8][C:9]([CH3:21])=[CH:10][CH2:11][CH2:12][C:13]([CH3:20])=[CH:14][CH2:15][CH2:16][C:17](=[O:19])[CH3:18])[C:3]([N:22]([CH2:26][CH2:27][OH:28])[CH2:23][CH2:24][OH:25])=[O:5]. Product: CC(C(=O)N(CCO)CCO)=CCCC(=CCCC(=CCCC(C)=O)C)C (N-(2,6,10-trimethyl-14-oxo-2,6,10-pentadecatrienoyl)diethanolamine). Reported procedure: Starting materials: 2,6,10-trimethyl-14-oxo-2,6,10-pentadecatrienoic acid and diethanolamine. Reactants: CC(C(=O)O)=CCCC(=CCCC(=CCCC(C)=O)C)C (2,6,10-trimethyl-14-oxo-2,6,10-pentadecatrienoic acid), N(CCO)CCO (diethanolamine). Starting materials: Cc1onc(-c2ccccc2)c1CNc1ccc(C(=O)O)cn1, CCOC(C)=O, CCN(C(C)C)C(C)C, F[B-](F)(F)F, NCCO, CN(C)C=O, CN(C)C(On1nnc2ccccc21)=[N+](C)C. The product is Cc1onc(-c2ccccc2)c1CNc1ccc(C(=O)NCCO)cn1. As a reaction SMILES: [CH3:1][c:2]1[c:3]([CH2:13][NH:14][c:15]2[n:16][cH:17][c:18]([C:19](=[O:20])[OH:21])[cH:22][cH:23]2)[c:4](-[c:7]2[cH:8][cH:9][cH:10][cH:11][cH:12]2)[n:5][o:6]1.[CH3:59][CH2:60][O:61][C:62](=[O:63])[CH3:64].[CH:46]([N:47]([CH2:48][CH3:49])[CH:50]([CH3:51])[CH3:52])([CH3:53])[CH3:54].[F:24][B-:25]([F:26])([F:27])[F:28].[NH2:55][CH2:56][CH2:57][OH:58].[O:65]=[CH:66][N:67]([CH3:68])[CH3:69].[n:29]1([O:30][C:31]([N:32]([CH3:33])[CH3:34])=[N+:35]([CH3:36])[CH3:37])[c:38]2[cH:39][cH:40][cH:41][cH:42][c:43]2[n:44][n:45]1>>[CH3:1][c:2]1[c:3]([CH2:13][NH:14][c:15]2[n:16][cH:17][c:18]([C:19](=[O:21])[NH:55][CH2:56][CH2:57][OH:58])[cH:22][cH:23]2)[c:4](-[c:7]2[cH:8][cH:9][cH:10][cH:11][cH:12]2)[n:5][o:6]1. Reactants: Cl.ClC1=C2C(=NC(=C1)C1=CC(=CC=C1)Cl)CCC2 (4-chloro-2-(3-chlorophenyl)-6,7-dihydro-5H-cyclopenta[b]pyridine hydrochloride), NC1=CC=C(C=C1)CCC(=O)N (3-(4-aminophenyl)propanamide). Solvent: CN1CCCC1=O (NMP). Conditions: time 2.5 hour. Product: Cl.ClC=1C=C(C=CC1)C1=CC(=C2C(=N1)CCC2)NC2=CC=C(C=C2)CCC(=O)N (3-(4-((2-(3-chlorophenyl)-6,7-dihydro-5H-cyclopenta[b]pyridin-4-yl)amino)phenyl)propanamide hydrochloride). Isolated yield 49.0%. RXN SMILES: Cl.[Cl:2][C:3]1[CH:8]=[C:7]([C:9]2[CH:14]=[CH:13][CH:12]=[C:11]([Cl:15])[CH:10]=2)[N:6]=[C:5]2[CH2:16][CH2:17][CH2:18][C:4]=12.[NH2:19][C:20]1[CH:25]=[CH:24][C:23]([CH2:26][CH2:27][C:28]([NH2:30])=[O:29])=[CH:22][CH:21]=1>CN1C(=O)CCC1>[ClH:2].[Cl:15][C:11]1[CH:10]=[C:9]([C:7]2[N:6]=[C:5]3[CH2:16][CH2:17][CH2:18][C:4]3=[C:3]([NH:19][C:20]3[CH:21]=[CH:22][C:23]([CH2:26][CH2:27][C:28]([NH2:30])=[O:29])=[CH:24][CH:25]=3)[CH:8]=2)[CH:14]=[CH:13][CH:12]=1 |f:0.1,4.5|. Procedure details: A mixture of 4-chloro-2-(3-chlorophenyl)-6,7-dihydro-5H-cyclopenta[b]pyridine hydrochloride (0.060 g, 0.20 mmol) and 3-(4-aminophenyl)propanamide (0.066 g, 0.40 mmol) in NMP (3 mL) was microwaved for 3 h at 120° C., then at 140° C. for 2.5 h. After this time, the mixture was purified by silica gel chromatography eluting first with ethyl acetate and hexanes followed by methylene chloride and methanol. The solids were further purified by preparative HPLC to afford the title compound (0.042 g, 54%)... Starting materials: C(Cl)(Cl)Cl (chloroform), COC(=O)NC1=CC=C(C=C1)C1CC(=C(C(C1)=O)C(CC)=O)O (5-[4-(methoxycarbonylamino)phenyl]-2-propionyl-3-hydroxy-2-cyclohexen-1-one), C(Cl)(Cl)Cl (chloroform), C(C)ON (ethoxyamine). The solvent is O (water). Run at temperature 40 celsius, time 15 hour. Product: C(C)ON=C(CC)C=1C(CC(CC1O)C1=CC=C(C=C1)NC(=O)OC)=O (2-[1-(ethoxyimino)propyl]-5-[4-(methoxycarbonylamino)phenyl]-3-hydroxy-2-cyclohexen-1-one). The yield is 58.7%. RXN SMILES: C(Cl)(Cl)Cl.[CH3:5][O:6][C:7]([NH:9][C:10]1[CH:15]=[CH:14][C:13]([CH:16]2[CH2:21][C:20](=[O:22])[C:19]([C:23](=O)[CH2:24][CH3:25])=[C:18]([OH:27])[CH2:17]2)=[CH:12][CH:11]=1)=[O:8].[CH2:28]([O:30][NH2:31])[CH3:29]>O>[CH2:28]([O:30][N:31]=[C:23]([C:19]1[C:20](=[O:22])[CH2:21][CH:16]([C:13]2[CH:14]=[CH:15][C:10]([NH:9][C:7]([O:6][CH3:5])=[O:8])=[CH:11][CH:12]=2)[CH2:17][C:18]=1[OH:27])[CH2:24][CH3:25])[CH3:29]. Reported procedure: Into 30 ml of chloroform was dissolved 1.8 g of 5-[4-(methoxycarbonylamino)phenyl]-2-propionyl-3-hydroxy-2-cyclohexen-1-one and to the solution was added 0.5 g of ethoxyamine. The mixture was agitated for 15 hours at 40° C. and the chloroform containing produced water and a surplus amount of ethoxyamine was distilled off from it under a reduced pressure. And then, the ethyl ether was added in the residue and the crystal sedimented was collected with a filtering step and 1.2 g of desired compound... Starting materials: ClC(Cl)Cl, COc1ccc(C(OCC2OC(n3cc(C)c(=O)[nH]c3=O)CC2O[Si](C(C)C)(C(C)C)C(C)C)(c2ccccc2)c2ccc(OC)cc2)cc1, O=C(O)C(F)(F)F, c1ccncc1. Product: Cc1cn(C2CC(O[Si](C(C)C)(C(C)C)C(C)C)C(CO)O2)c(=O)[nH]c1=O. Reaction SMILES: [CH:64]([Cl:65])([Cl:66])[Cl:67].[CH:8]([CH3:9])([CH3:10])[Si:11]([O:12][CH:13]1[CH2:14][CH:15]([n:43]2[c:44](=[O:45])[nH:46][c:47](=[O:48])[c:49]([CH3:50])[cH:51]2)[O:16][CH:17]1[CH2:18][O:19][C:20]([c:21]1[cH:22][cH:23][cH:24][cH:25][cH:26]1)([c:27]1[cH:28][cH:29][c:30]([O:31][CH3:32])[cH:33][cH:34]1)[c:35]1[cH:36][cH:37][c:38]([O:39][CH3:40])[cH:41][cH:42]1)([CH:52]([CH3:53])[CH3:54])[CH:55]([CH3:56])[CH3:57].[OH:1][C:2]([C:3]([F:4])([F:5])[F:6])=[O:7].[cH:58]1[cH:59][cH:60][n:61][cH:62][cH:63]1>>[CH:8]([CH3:9])([CH3:10])[Si:11]([O:12][CH:13]1[CH2:14][CH:15]([n:43]2[c:44](=[O:45])[nH:46][c:47](=[O:48])[c:49]([CH3:50])[cH:51]2)[O:16][CH:17]1[CH2:18][OH:19])([CH:52]([CH3:53])[CH3:54])[CH:55]([CH3:56])[CH3:57].